Dataset: the Open Reaction Database (ORD), a public repository of structured organic reaction records. Task: describe an organic reaction: reactants, conditions, products, and yield Starting materials: [Al+3], Cl, O=C(O)CCc1ccccc1Sc1cccc(F)c1, [H-], [H-], [H-], [H-], [Li+], O. Product: OCCCc1ccccc1Sc1cccc(F)c1. As a reaction SMILES: [Al+3:2].[ClH:26].[F:7][c:8]1[cH:9][c:10]([S:14][c:15]2[c:16]([CH2:21][CH2:22][C:23](=[O:24])[OH:25])[cH:17][cH:18][cH:19][cH:20]2)[cH:11][cH:12][cH:13]1.[H-:1].[H-:4].[H-:5].[H-:6].[Li+:3].[OH2:27]>>[F:7][c:8]1[cH:9][c:10]([S:14][c:15]2[c:16]([CH2:21][CH2:22][CH2:23][OH:24])[cH:17][cH:18][cH:19][cH:20]2)[cH:11][cH:12][cH:13]1. Starting materials: CCCCCCCCCCCCCCOc1ccc(C(=O)Cl)cc1C(C)(C)C, CC(=O)NCc1ccccn1. Product: CCCCCCCCCCCCCCOc1ccc(C(=O)N(Cc2ccccn2)C(C)=O)cc1C(C)(C)C. RXN SMILES: [CH3:1][C:2]([CH3:3])([CH3:4])[c:5]1[cH:6][c:7]([C:8](=[O:9])[Cl:10])[cH:11][cH:12][c:13]1[O:14][CH2:15][CH2:16][CH2:17][CH2:18][CH2:19][CH2:20][CH2:21][CH2:22][CH2:23][CH2:24][CH2:25][CH2:26][CH2:27][CH3:28].[n:29]1[c:30]([CH2:35][NH:36][C:37]([CH3:38])=[O:39])[cH:31][cH:32][cH:33][cH:34]1>>[CH3:1][C:2]([CH3:3])([CH3:4])[c:5]1[cH:6][c:7]([C:8](=[O:9])[N:36]([CH2:35][c:30]2[n:29][cH:34][cH:33][cH:32][cH:31]2)[C:37]([CH3:38])=[O:39])[cH:11][cH:12][c:13]1[O:14][CH2:15][CH2:16][CH2:17][CH2:18][CH2:19][CH2:20][CH2:21][CH2:22][CH2:23][CH2:24][CH2:25][CH2:26][CH2:27][CH3:28]. Reactants: O=C(Cl)CCBr, O=C([O-])O, ClCCl, CC1CC(=O)NN=C1c1ccc(N)cc1, [Na+]. Product: CC1CC(=O)NN=C1c1ccc(NC(=O)CCBr)cc1. As a reaction SMILES: [Br:21][CH2:22][CH2:23][C:24](=[O:25])[Cl:26].[C:16](=[O:17])([OH:18])[O-:19].[Cl:27][CH2:28][Cl:29].[NH2:1][c:2]1[cH:3][cH:4][c:5]([C:8]2=[N:13][NH:12][C:11](=[O:14])[CH2:10][CH:9]2[CH3:15])[cH:6][cH:7]1.[Na+:20]>>[NH:1]([c:2]1[cH:3][cH:4][c:5]([C:8]2=[N:13][NH:12][C:11](=[O:14])[CH2:10][CH:9]2[CH3:15])[cH:6][cH:7]1)[C:24]([CH2:23][CH2:22][Br:21])=[O:25]. Reagents/catalysts: O=S(=O)(O)O, OO, [Fe].O=S(=O)(O)O.O. Solvent: O, O=S(C)C. The reactants are N=1N=C(OC)C=CC1OC, O=C(OC(C)(C)C)N1CC(I)C1. Yield: 41.0%. Product: O=C(OC(C)(C)C)N1CC(C2=CC(=NN=C2OC)OC)C1. Reported procedure: H2O2 (30% in H2O; 0.15 mL, 1.5 mmol) was added over 1 min to a stirred solution of 3,6-dimethoxypyridazine 1e (67 mg, 0.5 mmol), concentrated  H2SO4  (51  μL,  1.0  mmol),  1-Boc-3-(iodo)azetidine  (271  mg,  1.0  mmol)  and  iron(II)   - 14 -sulfate heptahydrate (40 mg, 0.15 mmol) in DMSO (5 mL) at room temperature. The mixture was then placed in an oil bath at 60 °C. After 2 min a further portion of iron(II) sulfate heptahydrate (40 mg, 0.15 mmol) was added and the mixture was stirred at 60 °C... Reaction conditions: temperature 60 celsius, time 1 hour.